From a dataset of the Open Reaction Database (ORD), a public repository of structured organic reaction records. describe an organic reaction: reactants, conditions, products, and yield The reactants are COC=1C=C(C=C(C1OC)OC)C(C)=O (3',4',5'-Trimethoxyacetophenone), N1C=C(C2=CC=CC=C12)C=O (indole-3-carboxaldehyde), N1CCCCC1 (piperidine). Solvent: C(C)O (ethanol). The product is N1C=C(C2=CC=CC=C12)/C=C/C(=O)C1=CC(=C(C(=C1)OC)OC)OC ((E)-3-(Indol-3-yl)-1-(3,4,5-trimethoxyphenyl)-2-propen-1-one). Yield: 65.9%. As a reaction SMILES: [CH3:1][O:2][C:3]1[CH:4]=[C:5]([C:13](=[O:15])[CH3:14])[CH:6]=[C:7]([O:11][CH3:12])[C:8]=1[O:9][CH3:10].[NH:16]1[C:24]2[C:19](=[CH:20][CH:21]=[CH:22][CH:23]=2)[C:18]([CH:25]=O)=[CH:17]1.N1CCCCC1>C(O)C>[NH:16]1[C:24]2[C:19](=[CH:20][CH:21]=[CH:22][CH:23]=2)[C:18](/[CH:25]=[CH:14]/[C:13]([C:5]2[CH:6]=[C:7]([O:11][CH3:12])[C:8]([O:9][CH3:10])=[C:3]([O:2][CH3:1])[CH:4]=2)=[O:15])=[CH:17]1. Reported procedure: 3',4',5'-Trimethoxyacetophenone (42.0 g) and indole-3-carboxaldehyde (29.0 g) were dissolved in ethanol (200 ml), and piperidine (17.0 g) was added thereto, followed by heating under reflux for 48 hours. The reaction solution was ice-cooled, and the precipitated crystals were collected by filtration to give Compound 1 (44.4 g). Starting materials: C=C1C(OCC1)=O (3-methylenedihydrofuran-2 (3H)-one), C([O-])(O)=O.[Na+] (sodium bicarbonate), [H-].[Na+] (sodium hydride), BrC1=C(C=C(C=C1)NC(=O)C1=NC=CC=C1)F (N-(4-bromo-3-fluorophenyl)pyridine-2-carboxamide), C(CCC)[Li] (n-butyllithium). The solvent is O1CCCC1 (tetrahydrofuran). Reaction conditions: temperature -78 celsius, time 15 minute. Product: FC=1C=C(C=CC1C(C(=C)CCO)=O)NC(=O)C1=NC=CC=C1 (N-(3-fluoro-4-(2-(2-hydroxyethyl)acryloyl)phenyl)pyridine-2-carboxamide). Reaction SMILES: [H-].[Na+].Br[C:4]1[CH:9]=[CH:8][C:7]([NH:10][C:11]([C:13]2[CH:18]=[CH:17][CH:16]=[CH:15][N:14]=2)=[O:12])=[CH:6][C:5]=1[F:19].C([Li])CCC.[CH2:25]=[C:26]1[CH2:30][CH2:29][O:28][C:27]1=[O:31].C(=O)(O)[O-].[Na+]>O1CCCC1>[F:19][C:5]1[CH:6]=[C:7]([NH:10][C:11]([C:13]2[CH:18]=[CH:17][CH:16]=[CH:15][N:14]=2)=[O:12])[CH:8]=[CH:9][C:4]=1[C:27](=[O:31])[C:26]([CH2:30][CH2:29][OH:28])=[CH2:25] |f:0.1,5.6|. Procedure: 136 mg of 60% sodium hydride was added to a tetrahydrofuran (20 ml) solution of 1.0 g of N-(4-bromo-3-fluorophenyl)pyridine-2-carboxamide with cooling with ice, and the reaction liquid was stirred at the same temperature for 15 minutes. The reaction liquid was cooled to −78° C., and 1.53 ml of n-butyllithium (2.66 M hexane solution) was dropwise added to it, and the reaction liquid was stirred at the same temperature for 30 minutes. 0.36 ml of 3-methylenedihydrofuran-2 (3H)-one was added to the ... Starting materials: CC(=O)OC(C)=O, CSC(=N[N+](=O)[O-])NCc1cnc(Cl)s1, Cl, c1ccncc1. The product is CSC(=N[N+](=O)[O-])N(Cc1cnc(Cl)s1)C(C)=O. RXN SMILES: [CH3:16][C:17](=[O:18])[O:19][C:20](=[O:21])[CH3:22].[Cl:1][c:2]1[s:3][c:4]([CH2:7][NH:8][C:9]([S:10][CH3:11])=[N:12][N+:13](=[O:14])[O-:15])[cH:5][n:6]1.[ClH:23].[cH:24]1[cH:25][cH:26][n:27][cH:28][cH:29]1>>[Cl:1][c:2]1[s:3][c:4]([CH2:7][N:8]([C:9]([S:10][CH3:11])=[N:12][N+:13](=[O:14])[O-:15])[C:17]([CH3:16])=[O:18])[cH:5][n:6]1. Yield: 79.7%. Conditions: temperature 40 celsius, time 7 hour. Reagents/catalysts: [C].[Pd] (palladium-carbon). Starting materials: C(C1=CC=CC=C1)(=O)N1CCC(=CC1)C1=C(C=C(C=N1)NC(=O)C=1C=NN(C1C)C1=NC=C(C=C1)C(F)(F)F)C (N-{6-[1-Benzoyl-1,2,3,6-tetrahydropyridin-4-yl]-5-methylpyridin-3-yl}-5-methyl-1-[5-(trifluoromethyl)pyridin-2-yl]-1H-pyrazole-4-carboxamide). Yields the product C(C1=CC=CC=C1)(=O)N1CCC(CC1)C1=C(C=C(C=N1)NC(=O)C=1C=NN(C1C)C1=NC=C(C=C1)C(F)(F)F)C (N-[6-(1-Benzoylpiperidin-4-yl)-5-methylpyridin-3-yl]-5-methyl-1-[5-(trifluoromethyl)pyridin-2-yl]-1H-pyrazole-4-carboxamide). Procedure details: N-{6-[1-Benzoyl-1,2,3,6-tetrahydropyridin-4-yl]-5-methylpyridin-3-yl}-5-methyl-1-[5-(trifluoromethyl)pyridin-2-yl]-1H-pyrazole-4-carboxamide (110 mg) described in Example K40 was dissolved in 1,4-dioxane (5 ml) and ethanol (5 ml), 10% palladium-carbon (containing ca. 50% water; 90 mg) was added, and stirred at 40° C. under hydrogen atmosphere for seven hours. The reaction solution was filtered through Celite, washed with chloroform and ethanol and the solvent was evaporated in vacuo. The resulti... Reaction SMILES: [C:1]([N:9]1[CH2:14][CH:13]=[C:12]([C:15]2[N:20]=[CH:19][C:18]([NH:21][C:22]([C:24]3[CH:25]=[N:26][N:27]([C:30]4[CH:35]=[CH:34][C:33]([C:36]([F:39])([F:38])[F:37])=[CH:32][N:31]=4)[C:28]=3[CH3:29])=[O:23])=[CH:17][C:16]=2[CH3:40])[CH2:11][CH2:10]1)(=[O:8])[C:2]1[CH:7]=[CH:6][CH:5]=[CH:4][CH:3]=1>O1CCOCC1.C(O)C.[C].[Pd]>[C:1]([N:9]1[CH2:14][CH2:13][CH:12]([C:15]2[N:20]=[CH:19][C:18]([NH:21][C:22]([C:24]3[CH:25]=[N:26][N:27]([C:30]4[CH:35]=[CH:34][C:33]([C:36]([F:38])([F:39])[F:37])=[CH:32][N:31]=4)[C:28]=3[CH3:29])=[O:23])=[CH:17][C:16]=2[CH3:40])[CH2:11][CH2:10]1)(=[O:8])[C:2]1[CH:7]=[CH:6][CH:5]=[CH:4][CH:3]=1 |f:3.4|. Run in O1CCOCC1 (1,4-dioxane), C(C)O (ethanol).